The task is: describe an organic reaction: reactants, conditions, products, and yield. This data is from the Open Reaction Database (ORD), a public repository of structured organic reaction records. Starting materials: COC(C1=CC(=CC(=C1)OCCC1=CSC=C1)OC(C)C)=O (3-isopropoxy-5-(2-thiophen-3-yl-ethoxy)-benzoic acid methyl ester), CCO (EtOH), O (water), [OH-].[Na+] (Sodium hydroxide). The solvent is C1CCOC1 (THF). Run at time 8 hour. Product: C(C)(C)OC=1C=C(C(=O)O)C=C(C1)OCCC1=CSC=C1 (3-isopropoxy-5-(2-thiophen-3-yl-ethoxy)-benzoic acid). Isolated yield 90.4%. As a reaction SMILES: C[O:2][C:3](=[O:22])[C:4]1[CH:9]=[C:8]([O:10][CH2:11][CH2:12][C:13]2[CH:17]=[CH:16][S:15][CH:14]=2)[CH:7]=[C:6]([O:18][CH:19]([CH3:21])[CH3:20])[CH:5]=1.CCO.O.[OH-].[Na+]>C1COCC1>[CH:19]([O:18][C:6]1[CH:5]=[C:4]([CH:9]=[C:8]([O:10][CH2:11][CH2:12][C:13]2[CH:17]=[CH:16][S:15][CH:14]=2)[CH:7]=1)[C:3]([OH:22])=[O:2])([CH3:21])[CH3:20] |f:3.4|. Procedure details: To a solution of 3-isopropoxy-5-(2-thiophen-3-yl-ethoxy)-benzoic acid methyl ester (5.24 g, 16.4 mmol) in THF (120 mL) was added EtOH (80 mL) and water (40 mL) at rt. Sodium hydroxide solution (1.0 M, 49.1 mL) was added slowly with some external cooling if needed. The mixture was stirred at rt overnight. On the second day organic solvents were removed by evaporation. The residue was partitioned between ether and water. After the ether layer was discarded, the aqueous layer was acidified with HCl...